Task: describe an organic reaction: reactants, conditions, products, and yield. Dataset: the Open Reaction Database (ORD), a public repository of structured organic reaction records Reactants: C(C(=O)O)(=O)O (oxalic acid), O1[C@@H](C1)COC1=C2C=CNC2=CC=C1 ((S)-(+)-4-(oxiranylmethoxy)-1H-indole), C1(=CC=CC=C1)CCCC1CCNCC1 (4-(3-phenylpropyl)piperidine), CO (methanol). Solvent: C(C)(=O)OCC (ethyl acetate), C(C)(=O)OCC (ethyl acetate). The product is C(C(=O)O)(=O)O.N1C=CC2=C(C=CC=C12)OC[C@H](CN1CCC(CC1)CCCC1=CC=CC=C1)O ((2S)-(-)-1-(4-indolyloxy)-3-(4-(3-phenylpropyl)piperidin-1-yl)-2-propanol ethanedioate). As a reaction SMILES: [O:1]1[CH2:3][C@H:2]1[CH2:4][O:5][C:6]1[CH:14]=[CH:13][CH:12]=[C:11]2[C:7]=1[CH:8]=[CH:9][NH:10]2.[C:15]1([CH2:21][CH2:22][CH2:23][CH:24]2[CH2:29][CH2:28][NH:27][CH2:26][CH2:25]2)[CH:20]=[CH:19][CH:18]=[CH:17][CH:16]=1.[C:30]([OH:35])(=[O:34])[C:31]([OH:33])=[O:32].CO>C(OCC)(=O)C>[C:30]([OH:35])(=[O:34])[C:31]([OH:33])=[O:32].[NH:10]1[C:11]2[C:7](=[C:6]([O:5][CH2:4][C@@H:2]([OH:1])[CH2:3][N:27]3[CH2:28][CH2:29][CH:24]([CH2:23][CH2:22][CH2:21][C:15]4[CH:16]=[CH:17][CH:18]=[CH:19][CH:20]=4)[CH2:25][CH2:26]3)[CH:14]=[CH:13][CH:12]=2)[CH:8]=[CH:9]1 |f:5.6|. Procedure details: The title compound was prepared in similar fashion from (S)-(+)-4-(oxiranylmethoxy)-1H-indole and 4-(3-phenylpropyl)piperidine. The resulting free base was dissolved in ethyl acetate, and precipitated with one equivalent of oxalic acid in ethyl acetate in 73% overall yield. FDMS m/e=392 (M+ of free base). α[D]589 =-13.53 (c=0.58, methanol).